The task is: describe an organic reaction: reactants, conditions, products, and yield. This data is from the Open Reaction Database (ORD), a public repository of structured organic reaction records. Starting materials: NC1=C(C=CC=C1)S (2-aminothiophenol), BrCCCCCCCCCCCC (1-bromododecane), C(C)O (ethanol), [OH-].[Na+] (sodium hydroxide). Solvent: O (water). Run at time 15 minute. The product is C(CCCCCCCCCCC)SC1=C(N)C=CC=C1 (2-(dodecylthio)aniline). Isolated yield 75.0%. Reaction SMILES: [NH2:1][C:2]1[CH:7]=[CH:6][CH:5]=[CH:4][C:3]=1[SH:8].C(O)C.[OH-].[Na+].Br[CH2:15][CH2:16][CH2:17][CH2:18][CH2:19][CH2:20][CH2:21][CH2:22][CH2:23][CH2:24][CH2:25][CH3:26]>O>[CH2:26]([S:8][C:3]1[CH:4]=[CH:5][CH:6]=[CH:7][C:2]=1[NH2:1])[CH2:25][CH2:24][CH2:23][CH2:22][CH2:21][CH2:20][CH2:19][CH2:18][CH2:17][CH2:16][CH3:15] |f:2.3|. Reported procedure: Into a 2-liter 3-necked round bottomed flask equipped with condenser, stirrer and heating mantle, were placed 125.0 g (1.0 mol) of 2-aminothiophenol, 350 ml of ethanol and 40 g (1.0 mol) of sodium hydroxide dissolved in 40 ml of water. Stirring was begun and after 15 min, 249.24 g (1.0 mol) of 1-bromododecane was added. Heating was begun and the solution heated at reflux overnight. Upon cooling, solvent was removed at reduced pressure and water (500 ml) and dichloromethane (500 ml) were added. T... Reactants: ClC1=NC2=NC(=CC=C2C=C1)NC(=O)OC1=CC=CC=C1 (2-chloro-7-phenoxycarbonylamino-1,8-naphthyridine), N1CC=CCC1 (1,2,5,6-tetrahydropyridine). Run in O1CCCC1 (tetrahydrofuran), C(C)#N (acetonitrile). Run at temperature 4 celsius. Product: ClC1=CC=C2C=CC(=NC2=N1)NC(=O)N1CC=CCC1 (N-(7-Chloro-1,8-naphthyridin-2-yl)-1,2,5,6-tetrahydropyridine-1-carboxamide). The yield is 72.7%. RXN SMILES: [Cl:1][C:2]1[CH:11]=[CH:10][C:9]2[C:4](=[N:5][C:6]([NH:12][C:13]([O:15]C3C=CC=CC=3)=O)=[CH:7][CH:8]=2)[N:3]=1.[NH:22]1[CH2:27][CH2:26][CH:25]=[CH:24][CH2:23]1>O1CCCC1.C(#N)C>[Cl:1][C:2]1[N:3]=[C:4]2[C:9]([CH:8]=[CH:7][C:6]([NH:12][C:13]([N:22]3[CH2:27][CH2:26][CH:25]=[CH:24][CH2:23]3)=[O:15])=[N:5]2)=[CH:10][CH:11]=1. Procedure details: To a solution of 2-chloro-7-phenoxycarbonylamino-1,8-naphthyridine (15 g) in anhydrous tetrahydrofuran (500 cc), anhydrous acetonitrile (500 cc) and 1,2,5,6-tetrahydropyridine (4.2 g) are added. The mixture is heated under reflux for 45 minutes. The solution is concentrated under reduced pressure (4 kPa) to a volume of 100 cc. After 2 hours' cooling at 4° C., the crystallised solid is separated by filtration, washed with acetonitrile (3×15 cc) and dried at 40° C. under reduced pressure (0.067 kP... Reactants: FC1=C(OC=2C=CC(=NC2)C(=O)N)C=CC(=C1)C=O (5-(2-fluoro-4-formylphenoxy)pyridine-2-carboxamide), [BH4-].[Na+] (NaBH4), C1(CCCC1)CCN (2-cyclopentylethylamine), ( Å ). Solvent: CO (methanol). Reaction conditions: time 8 hour. Yields the product C1(CCCC1)CCNCC1=CC(=C(OC=2C=CC(=NC2)C(=O)N)C=C1)F (5-{4-[(2-Cyclopentylethylamino)methyl]-2-fluorophenoxy}pyridine-2-carboxamide). Yield: 9.5%. As a reaction SMILES: [F:1][C:2]1[CH:17]=[C:16]([CH:18]=O)[CH:15]=[CH:14][C:3]=1[O:4][C:5]1[CH:6]=[CH:7][C:8]([C:11]([NH2:13])=[O:12])=[N:9][CH:10]=1.[CH:20]1([CH2:25][CH2:26][NH2:27])[CH2:24][CH2:23][CH2:22][CH2:21]1.[BH4-].[Na+]>CO>[CH:20]1([CH2:25][CH2:26][NH:27][CH2:18][C:16]2[CH:15]=[CH:14][C:3]([O:4][C:5]3[CH:6]=[CH:7][C:8]([C:11]([NH2:13])=[O:12])=[N:9][CH:10]=3)=[C:2]([F:1])[CH:17]=2)[CH2:24][CH2:23][CH2:22][CH2:21]1 |f:2.3|. Procedure: Place 5-(2-fluoro-4-formylphenoxy)pyridine-2-carboxamide (Example 403, Part B) (0.650 g, 2.50 mmol), 2-cyclopentylethylamine (0.792 g, 2.75 mmol) and 3 {acute over (Å)} molecular sieves in a vial. Add methanol (12 mL), cap and stir overnight. Add NaBH4 (slight excess) and stir until the gasses stop evolving. Load the reaction mixture directly onto a 25 g ISCO® pre-load column. Dry the column in a vacuum oven at room temperature. Purify by eluting through a 40 g ISCO® column with 0% to 10% (2.0 M... Starting materials: CCN(CC)CCCc1ccc2[nH]c(CO)cc2c1, ClCCl. The product is CCN(CC)CCCc1ccc2[nH]c(C=O)cc2c1. Reaction SMILES: [CH2:1]([CH3:2])[N:3]([CH2:4][CH2:5][CH2:6][c:7]1[cH:8][c:9]2[cH:10][c:11]([CH2:16][OH:17])[nH:12][c:13]2[cH:14][cH:15]1)[CH2:18][CH3:19].[Cl:20][CH2:21][Cl:22]>>[CH2:1]([CH3:2])[N:3]([CH2:4][CH2:5][CH2:6][c:7]1[cH:8][c:9]2[cH:10][c:11]([CH:16]=[O:17])[nH:12][c:13]2[cH:14][cH:15]1)[CH2:18][CH3:19]. Starting materials: FC(C(C(F)(F)F)(OCOC)C1=CC(=C(OC=2C=C(C=CC2)C(C)O)C=C1)CCC)(F)F (1-(3-(4-(1,1,1,3,3,3-hexafluoro-2-(methoxymethoxy)propan-2-yl)-2-propylphenoxy)phenyl) ethanol), CC(C)OC1=CC=C(C=C1)C1(C(NC(N1)=O)=O)C (5-(4-(1-methylethoxy)phenyl)-5-methylimidazolidine-2,4-dione), C1(=CC=CC=C1)P(C1=CC=CC=C1)C1=CC=CC=C1 (triphenylphosphine). Solvent: O1CCCC1 (tetrahydrofuran), CCOC(=O)/N=N/C(=O)OCC (diethylazodicarboxylate). Product: FC(C(C(F)(F)F)(O)C1=CC(=C(OC=2C=C(C=CC2)C(C)N2C(NC(C2=O)(C)C2=CC=C(C=C2)OC(C)C)=O)C=C1)CCC)(F)F (3-(1-(3-(4-(1,1,1,3,3,3-hexafluoro-2-hydroxypropan-2-yl)-2-propylphenoxy)phenyl)ethyl)-5-(4-(1-methylethoxy)phenyl)-5-methylimidazolidine-2,4-dione). Yield: 44.2%. Reaction SMILES: [F:1][C:2]([F:32])([F:31])[C:3]([C:12]1[CH:27]=[CH:26][C:15]([O:16][C:17]2[CH:18]=[C:19]([CH:23](O)[CH3:24])[CH:20]=[CH:21][CH:22]=2)=[C:14]([CH2:28][CH2:29][CH3:30])[CH:13]=1)([O:8]COC)[C:4]([F:7])([F:6])[F:5].[CH3:33][CH:34]([O:36][C:37]1[CH:42]=[CH:41][C:40]([C:43]2([CH3:50])[NH:47][C:46](=[O:48])[NH:45][C:44]2=[O:49])=[CH:39][CH:38]=1)[CH3:35].C1(P(C2C=CC=CC=2)C2C=CC=CC=2)C=CC=CC=1>O1CCCC1.CCOC(/N=N/C(OCC)=O)=O>[F:32][C:2]([F:31])([F:1])[C:3]([C:12]1[CH:27]=[CH:26][C:15]([O:16][C:17]2[CH:18]=[C:19]([CH:23]([N:45]3[C:44](=[O:49])[C:43]([C:40]4[CH:41]=[CH:42][C:37]([O:36][CH:34]([CH3:33])[CH3:35])=[CH:38][CH:39]=4)([CH3:50])[NH:47][C:46]3=[O:48])[CH3:24])[CH:20]=[CH:21][CH:22]=2)=[C:14]([CH2:28][CH2:29][CH3:30])[CH:13]=1)([OH:8])[C:4]([F:7])([F:6])[F:5]. Procedure details: To a solution of 1-(3-(4-(1,1,1,3,3,3-hexafluoro-2-(methoxymethoxy)propan-2-yl)-2-propylphenoxy)phenyl) ethanol (40.0 mg, 85.8 mmol), 5-(4-(1-methylethoxy)phenyl)-5-methylimidazolidine-2,4-dione (32.0 mg) and triphenylphosphine (56.3 mg) in tetrahydrofuran (5 mL), diethylazodicarboxylate (about 2.2 mol/L toluene solution, 97.5 μL) was added under ice-cold conditions. After completion of the reaction, the reaction solution was concentrated in vacuo. The obtained residue was purified using silica-... The reactants are CN1C(OC2=C1C=C(C=C2)C(=O)Cl)=O (3-methyl-2-oxo-2,3-dihydro-benzooxazole-5-carbonyl chloride), tetrakis(triphenyl-phosphine)palladium(0), C(=O)(O)[O-].[Na+] (NaHCO3), BrC1=CC(=C(C=C1)CBr)C(F)(F)F (4-bromo-1-bromomethyl-2-trifluoromethyl-benzene). The reagents and catalysts are [Zn] (zinc). The solvent is COCCOC (1,2-dimethoxyethane), COCCOC (1,2-dimethoxyethane), COCCOC (1,2-dimethoxyethane). Run at temperature 0 celsius, time 10 minute. Yields the product BrC1=CC(=C(C=C1)CC(=O)C=1C=CC2=C(N(C(O2)=O)C)C1)C(F)(F)F (5-[2-(4-Bromo-2-trifluoromethyl-phenyl)-acetyl]-3-methyl-3H-benzooxazol-2-one). Isolated yield 47.0%. As a reaction SMILES: [CH3:1][N:2]1[C:6]2[CH:7]=[C:8]([C:11](Cl)=[O:12])[CH:9]=[CH:10][C:5]=2[O:4][C:3]1=[O:14].[Br:15][C:16]1[CH:21]=[CH:20][C:19]([CH2:22]Br)=[C:18]([C:24]([F:27])([F:26])[F:25])[CH:17]=1.C([O-])(O)=O.[Na+]>COCCOC.[Zn]>[Br:15][C:16]1[CH:21]=[CH:20][C:19]([CH2:22][C:11]([C:8]2[CH:9]=[CH:10][C:5]3[O:4][C:3](=[O:14])[N:2]([CH3:1])[C:6]=3[CH:7]=2)=[O:12])=[C:18]([C:24]([F:25])([F:26])[F:27])[CH:17]=1 |f:2.3|. Reported procedure: To a suspension of 3-methyl-2-oxo-2,3-dihydro-benzooxazole-5-carboxylic acid (935 mg, obtained in Example 116, step 5) in CH2Cl2 (15 mL) were added two drops of DMF and oxalylchloride (0.66 mL). The mixture was stirred at room temperature for 1 hour and was then concentrated to dryness. 1,2-Dimethoxyethane (20 mL) was added and the solvent was evaporated again. The resulting solid was dried at high vacuum over night to give the crude acid chloride (3-methyl-2-oxo-2,3-dihydro-benzooxazole-5-carbo...